From a dataset of the Open Reaction Database (ORD), a public repository of structured organic reaction records. describe an organic reaction: reactants, conditions, products, and yield The reactants are BrC=1C=C(C=NC1)N (5-bromopyridin-3-amine), C(CCCCCC(=O)O)(=O)O (heptanedioic acid), [OH-].[Na+] (NaOH). Reaction conditions: temperature 130 celsius, time 8 hour. Yields the product BrC=1C=C(C=NC1)NC(CCCCCC(=O)O)=O (7-((5-bromopyridin-3-yl)amino)-7-oxoheptanoic acid). Yield: 66.2%. Reaction SMILES: [Br:1][C:2]1[CH:3]=[C:4]([NH2:8])[CH:5]=[N:6][CH:7]=1.[C:9](O)(=[O:18])[CH2:10][CH2:11][CH2:12][CH2:13][CH2:14][C:15]([OH:17])=[O:16].[OH-].[Na+]>>[Br:1][C:2]1[CH:3]=[C:4]([NH:8][C:9](=[O:18])[CH2:10][CH2:11][CH2:12][CH2:13][CH2:14][C:15]([OH:17])=[O:16])[CH:5]=[N:6][CH:7]=1 |f:2.3|. Procedure: The mixture of 5-bromopyridin-3-amine (2.0 g, 11.6 mmol) and heptanedioic acid (2.22 g, 13.9 mmol) was heated and stirred at 130° C. for 8 h. After the reaction was completed, the solution was cooled to 50° C. and added to NaOH solution. The mixture was filtered. The filtration was extracted with EtOAc (50 mL×3) and concentrated HCl was added until pH=1. The solid was collected to give the product as a yellow solid 2.42 g (yield 66.2%). The reactants are solution, C(C(=O)Cl)(=O)Cl (oxalyl chloride), N1=C(C=CC=C1C)C (2,6-lutidine), ClC=1C=C(C=CC1S(=O)(=O)C)[C@H](C(=O)NC1=NN(C=C1)C)CC1CCCC1 (3-[2(R)-(3-chloro-4-methanesulfonyl-phenyl)-3-cyclopentyl-propionylamino]-1-methyl-pyrazole), NC1=NN(C=C1)CCCCO (4-(3-amino-pyrazol-1-yl)-butan-1-ol). The solvent is C(Cl)Cl (methylene chloride), C(Cl)Cl (methylene chloride). Run at temperature 25 celsius, time 20 minute. The product is ClC=1C=C(C=CC1S(=O)(=O)C)[C@H](C(=O)NC1=NN(C=C1)CCCCO)CC1CCCC1 (2-(R)-(3-chloro-4-methanesulfonyl-phenyl)-3-cyclopentyl-N-[1-(4-hydroxy-butyl)-1H-pyrazol-3-yl]-propionamide). Yield: 12.3%. Reaction SMILES: [Cl:1][C:2]1[CH:3]=[C:4]([C@@H:12]([CH2:22][CH:23]2[CH2:27][CH2:26][CH2:25][CH2:24]2)[C:13]([NH:15][C:16]2[CH:20]=[CH:19][N:18]([CH3:21])[N:17]=2)=[O:14])[CH:5]=[CH:6][C:7]=1[S:8]([CH3:11])(=[O:10])=[O:9].C(Cl)(=O)C(Cl)=O.N1C(C)=CC=CC=1C.NC1C=CN(C[CH2:49][CH2:50][CH2:51][OH:52])N=1>C(Cl)Cl>[Cl:1][C:2]1[CH:3]=[C:4]([C@@H:12]([CH2:22][CH:23]2[CH2:24][CH2:25][CH2:26][CH2:27]2)[C:13]([NH:15][C:16]2[CH:20]=[CH:19][N:18]([CH2:21][CH2:49][CH2:50][CH2:51][OH:52])[N:17]=2)=[O:14])[CH:5]=[CH:6][C:7]=1[S:8]([CH3:11])(=[O:10])=[O:9]. Procedure details: 2-(R)-(3-Chloro-4-methanesulfonyl-phenyl)-3-cyclopentyl-propionic acid (prepared as in PCT WO 2004/052869 A1, Example 1, 200 mg, 0.61 mmol) was dissolved in methylene chloride (3 mL) and a 2.0 M solution of oxalyl chloride in methylene chloride (305 μL, 0.61 mmol) was added and the reaction stirred at 25° C. for 20 min. The solution was chilled to 0° C. and 2,6-lutidine (145 μL, 1.22 mmol) was added. The reaction continued to stir at 0° C. for 20 min. The 4-(3-amino-pyrazol-1-yl)-butan-1-ol (93 ...